Dataset: the Open Reaction Database (ORD), a public repository of structured organic reaction records. Task: describe an organic reaction: reactants, conditions, products, and yield Starting materials: COC1=CC=C(C=C1)NC(OC(C)(C)C)=O (tert-butyl (4-methoxyphenyl)carbamate), C([O-])([O-])=O.[Cs+].[Cs+] (cesium carbonate), BrCCCN1C(C2=CC(=CC=C2C=C1)C(=O)OC)=O (methyl 2-(3-bromopropyl)-1-oxo-1,2-dihydroisoquinoline-7-carboxylate). The reagents and catalysts are [I-].C(CCC)[N+](CCCC)(CCCC)CCCC (tetra-n-butylammonium iodide). Run in CN(C)C=O (DMF), O (water). Reaction conditions: time 6 hour. The product is C(C)(C)(C)OC(=O)N(CCCN1C(C2=CC(=CC=C2C=C1)C(=O)OC)=O)C1=CC=C(C=C1)OC (methyl 2-{3-[(tert-butoxycarbonyl)(4-methoxyphenyl)amino]propyl}-1-oxo-1,2-dihydroisoquinoline-7-carboxylate). Yield: 39.3%. RXN SMILES: Br[CH2:2][CH2:3][CH2:4][N:5]1[CH:14]=[CH:13][C:12]2[C:7](=[CH:8][C:9]([C:15]([O:17][CH3:18])=[O:16])=[CH:10][CH:11]=2)[C:6]1=[O:19].[CH3:20][O:21][C:22]1[CH:27]=[CH:26][C:25]([NH:28][C:29](=[O:35])[O:30][C:31]([CH3:34])([CH3:33])[CH3:32])=[CH:24][CH:23]=1.C(=O)([O-])[O-].[Cs+].[Cs+]>CN(C=O)C.[I-].C([N+](CCCC)(CCCC)CCCC)CCC.O>[C:31]([O:30][C:29]([N:28]([C:25]1[CH:24]=[CH:23][C:22]([O:21][CH3:20])=[CH:27][CH:26]=1)[CH2:2][CH2:3][CH2:4][N:5]1[CH:14]=[CH:13][C:12]2[C:7](=[CH:8][C:9]([C:15]([O:17][CH3:18])=[O:16])=[CH:10][CH:11]=2)[C:6]1=[O:19])=[O:35])([CH3:34])([CH3:33])[CH3:32] |f:2.3.4,6.7|. Reported procedure: To a solution of methyl 2-(3-bromopropyl)-1-oxo-1,2-dihydroisoquinoline-7-carboxylate (0.19 g, 0.60 mmol) dissolved in DMF (10 mL) was added tert-butyl (4-methoxyphenyl)carbamate (0.20 g, 0.89 mmol), tetra-n-butylammonium iodide (0.44 g, 1.19 mmol) and cesium carbonate (0.39 g, 1.19 mmol). The reaction mixture was stirred at rt for 6 h. The mixture was diluted with water and extracted with EtOAc (2×). The combined organic phases were then washed with water, and brine, dried over anhydrous Na2SO4... Reactants: COC1=C(C=C2C(=CN(C2=C1)C)C(C(=O)N(C)C)=O)C(=O)C1CCNCC1 (2-[6-Methoxy-1-methyl-5-(piperidine-4-carbonyl)-1H-indol-3-yl]-N,N-dimethyl-2-oxo-acetamide), FC1=CC=C(CBr)C=C1 (4-fluorobenzyl bromide). Solvent: CCO (EtOH). The product is FC1=CC=C(CN2CCC(CC2)C(=O)C=2C=C3C(=CN(C3=CC2OC)C)C(C(=O)N(C)C)=O)C=C1 (2-{5-[1-(4-Fluoro-benzyl)-piperidine-4-carbonyl]-6-methoxy-1-methyl-1H-indol-3-yl}-N,N-dimethyl-2-oxo-acetamide). Yield: 71.1%. Reaction SMILES: [CH3:1][O:2][C:3]1[CH:11]=[C:10]2[C:6]([C:7]([C:13](=[O:19])[C:14]([N:16]([CH3:18])[CH3:17])=[O:15])=[CH:8][N:9]2[CH3:12])=[CH:5][C:4]=1[C:20]([CH:22]1[CH2:27][CH2:26][NH:25][CH2:24][CH2:23]1)=[O:21].[F:28][C:29]1[CH:36]=[CH:35][C:32]([CH2:33]Br)=[CH:31][CH:30]=1>CCO>[F:28][C:29]1[CH:36]=[CH:35][C:32]([CH2:33][N:25]2[CH2:24][CH2:23][CH:22]([C:20]([C:4]3[CH:5]=[C:6]4[C:10](=[CH:11][C:3]=3[O:2][CH3:1])[N:9]([CH3:12])[CH:8]=[C:7]4[C:13](=[O:19])[C:14]([N:16]([CH3:18])[CH3:17])=[O:15])=[O:21])[CH2:27][CH2:26]2)=[CH:31][CH:30]=1. Procedure: 144 mg of 2-[6-Methoxy-1-methyl-5-(piperidine-4-carbonyl)-1H-indol-3-yl]-N,N-dimethyl-2-oxo-acetamide (0.39 mMol) is dissolved in 10 ml EtOH followed by the addition of 0.05 ml of 4-fluorobenzyl bromide (0.4 mMol). The reaction mixture is stirred at room temperature over night. After removing the solvent, residue is taken up in CH2Cl2 and washed with H2O, brine, dried over anhydrous sodium sulfate and concentrated. Silica gel column separation (2% MeOH in CH2Cl2) then gives 133 mg of product. The reactants are BrC(Br)(Br)Br, ClCCl, OCc1cc2c(cc1I)CCC2, c1ccc(P(c2ccccc2)c2ccccc2)cc1. The product is BrCc1cc2c(cc1I)CCC2. RXN SMILES: [C:13]([Br:14])([Br:15])([Br:16])[Br:17].[Cl:37][CH2:38][Cl:39].[I:1][c:2]1[c:3]([CH2:11][OH:12])[cH:4][c:5]2[c:9]([cH:10]1)[CH2:8][CH2:7][CH2:6]2.[c:18]1([P:19]([c:20]2[cH:21][cH:22][cH:23][cH:24][cH:25]2)[c:26]2[cH:27][cH:28][cH:29][cH:30][cH:31]2)[cH:32][cH:33][cH:34][cH:35][cH:36]1>>[I:1][c:2]1[c:3]([CH2:11][Br:14])[cH:4][c:5]2[c:9]([cH:10]1)[CH2:8][CH2:7][CH2:6]2. Starting materials: ClC(SC=1C=NN(C1)CO)(F)Cl (4-{[dichlorofluoromethyl]thio}-1H-pyrazole-1-ylmethanol), S(=O)(Cl)Cl (thionyl chloride). Solvent: C(Cl)(Cl)Cl (chloroform). Yields the product ClCN1N=CC(=C1)SC(F)(Cl)Cl (1-(chloromethyl)-4-{[dichloro(fluoro)methyl]thio}-1H-pyrazole). Reaction SMILES: [Cl:1][C:2]([Cl:12])([F:11])[S:3][C:4]1[CH:5]=[N:6][N:7]([CH2:9]O)[CH:8]=1.S(Cl)([Cl:15])=O>C(Cl)(Cl)Cl>[Cl:15][CH2:9][N:7]1[CH:8]=[C:4]([S:3][C:2]([Cl:12])([Cl:1])[F:11])[CH:5]=[N:6]1. Procedure details: 0.22 g of 4-{[dichlorofluoromethyl]thio}-1H-pyrazole-1-ylmethanol was dissolved to 10 ml of chloroform. 0.3 ml of thionyl chloride was added to the solution, and refluxed for 4 hours. The reaction mixture was concentrated under reduced pressure to obtain 0.21 g of 1-(chloromethyl)-4-{[dichloro(fluoro)methyl]thio}-1H-pyrazole. The reactants are N(=C=S)C (isothiocyanatomethane), NCCN1CCC(CC1)NC=1N(C2=NC=NC=C2N1)CC1=CC=C(C=C1)F (N-[1-(2-aminoethyl)-4-piperidinyl]-9-[(4-fluorophenyl)methyl]-9H-purin-8-amine). Solvent: O1CCCC1 (tetrahydrofuran). Run at time 4 hour. The product is FC1=CC=C(C=C1)CN1C2=NC=NC=C2N=C1NC1CCN(CC1)CCNC(=S)NC (N-[2-[4-[[9-[(4-fluorophenyl)methyl]-9H-purin-8-yl]amino]-1-piperidinyl]ethyl]-N'-methylthiourea). Yield: 29.0%. Reaction SMILES: [N:1]([CH3:4])=[C:2]=[S:3].[NH2:5][CH2:6][CH2:7][N:8]1[CH2:13][CH2:12][CH:11]([NH:14][C:15]2[N:16]([CH2:24][C:25]3[CH:30]=[CH:29][C:28]([F:31])=[CH:27][CH:26]=3)[C:17]3[C:22]([N:23]=2)=[CH:21][N:20]=[CH:19][N:18]=3)[CH2:10][CH2:9]1>O1CCCC1>[F:31][C:28]1[CH:27]=[CH:26][C:25]([CH2:24][N:16]2[C:15]([NH:14][CH:11]3[CH2:10][CH2:9][N:8]([CH2:7][CH2:6][NH:5][C:2]([NH:1][CH3:4])=[S:3])[CH2:13][CH2:12]3)=[N:23][C:22]3[C:17]2=[N:18][CH:19]=[N:20][CH:21]=3)=[CH:30][CH:29]=1. Reported procedure: A mixture of 0.7 parts of isothiocyanatomethane, 3.7 parts of N-[1-(2-aminoethyl)-4-piperidinyl]-9-[(4-fluorophenyl)methyl]-9H-purin-8-amine and 90 parts of tetrahydrofuran was stirred for 4 hours at room temperature. After evaporation, the residue was purified by column chromatography over silica gel using a mixture of trichloromethane and methanol, saturated with ammonia, (95:5 by volume) as eluent. The first fraction was collected and the eluent was evaporated. The residue was crystallized fr... Yields the product CN1CCN(CCCc2cc(N)cc(C(F)(F)F)c2)CC1. The reactants are Nc1cc(Br)cc(C(F)(F)F)c1, O=C([O-])[O-], C=CCN1CCN(C)CC1, B1C2CCCC1CCC2, [K+], [K+], CN(C)C=O, O. RXN SMILES: [Br:20][c:21]1[cH:22][c:23]([NH2:24])[cH:25][c:26]([C:28]([F:29])([F:30])[F:31])[cH:27]1.[C:32](=[O:33])([O-:34])[O-:35].[CH2:1]([CH:2]=[CH2:3])[N:4]1[CH2:5][CH2:6][N:7]([CH3:10])[CH2:8][CH2:9]1.[CH:11]12[CH2:12][CH2:13][CH2:14][CH:15]([BH:16]1)[CH2:17][CH2:18][CH2:19]2.[K+:36].[K+:37].[O:39]=[CH:40][N:41]([CH3:42])[CH3:43].[OH2:38]>>[CH2:1]([CH2:2][CH2:3][c:21]1[cH:22][c:23]([NH2:24])[cH:25][c:26]([C:28]([F:29])([F:30])[F:31])[cH:27]1)[N:4]1[CH2:5][CH2:6][N:7]([CH3:10])[CH2:8][CH2:9]1. RXN SMILES: C(OC([N:8]1[CH2:13][CH2:12][CH:11]([NH:14][C:15]2[CH:20]=[CH:19][C:18]([S:21](=[O:38])(=[O:37])[N:22]([CH2:30][C:31]3[CH:36]=[CH:35][CH:34]=[CH:33][CH:32]=3)[CH2:23][C:24]3[CH:29]=[CH:28][CH:27]=[CH:26][CH:25]=3)=[CH:17][CH:16]=2)[CH2:10][CH2:9]1)=O)(C)(C)C.[CH2:39](Br)[C:40]1[CH:45]=[CH:44][CH:43]=[CH:42][CH:41]=1>>[CH2:23]([N:22]([CH2:30][C:31]1[CH:36]=[CH:35][CH:34]=[CH:33][CH:32]=1)[S:21]([C:18]1[CH:17]=[CH:16][C:15]([N:14]([CH2:39][C:40]2[CH:45]=[CH:44][CH:43]=[CH:42][CH:41]=2)[CH:11]2[CH2:10][CH2:9][NH:8][CH2:13][CH2:12]2)=[CH:20][CH:19]=1)(=[O:38])=[O:37])[C:24]1[CH:29]=[CH:28][CH:27]=[CH:26][CH:25]=1. Starting materials: C(C)(C)(C)OC(=O)N1CCC(CC1)NC1=CC=C(C=C1)S(N(CC1=CC=CC=C1)CC1=CC=CC=C1)(=O)=O (4-(4-dibenzylsulfamoyl-phenylamino)-piperidine-1-carboxylic acid tert-butyl ester), C(C1=CC=CC=C1)Br (benzyl bromide). Reported procedure: Using general procedure H with the above aniline (970 mg, 1.81 mmol) and benzyl bromide (0.66 mL, 5.52 mmol) followed by general procedure C afforded N,N-dibenzyl-4-(benzyl-piperidin-4-yl-amino)-benzenesulfonamide as a white solid (679 mg, 72% over 2 steps). The product is C(C1=CC=CC=C1)N(S(=O)(=O)C1=CC=C(C=C1)N(C1CCNCC1)CC1=CC=CC=C1)CC1=CC=CC=C1 (N,N-dibenzyl-4-(benzyl-piperidin-4-yl-amino)-benzenesulfonamide).